From a dataset of the Open Reaction Database (ORD), a public repository of structured organic reaction records. describe an organic reaction: reactants, conditions, products, and yield The reactants are N#N (N2), [O-][Mn](=O)(=O)=O.[K+] (KMnO4), Cl (HCl), OCCCC1=C(C=CC2=C1O[C@H](CO2)COS(=O)(=O)C2=CC=C(C=C2)C)[N+](=O)[O-] ((R)-toluene-4-sulfonic acid 8-(3-hydroxy-propyl)-7-nitro-2,3-dihydro-benzo[1,4]dioxin-2-ylmethyl ester), S([O-])(O)=O.[Na+] (sodium bisulfite). Reagents/catalysts: [Cl-].C(CCC)[N+](CCCC)(CCCC)CCCC (tetra-n-butylammonium chloride). The solvent is O (water), O (H2O), C1=CC=CC=C1 (benzene). Run at temperature 0 celsius, time 8 hour. Yields the product [N+](=O)([O-])C1=C(C2=C(OCC(O2)COS(=O)(=O)C2=CC=C(C=C2)C)C=C1)CCC(=O)O (3-[6-nitro-3-(toluene-4-sulfonyloxymethyl)-2,3-dihydro-benzo[1,4] dioxin-5-yl]-propionic acid). Isolated yield 76.5%. As a reaction SMILES: N#N.[O-][Mn](=O)(=O)=O.[K+].[OH:9][CH2:10][CH2:11][CH2:12][C:13]1[C:18]2[O:19][C@@H:20]([CH2:23][O:24][S:25]([C:28]3[CH:33]=[CH:32][C:31]([CH3:34])=[CH:30][CH:29]=3)(=[O:27])=[O:26])[CH2:21][O:22][C:17]=2[CH:16]=[CH:15][C:14]=1[N+:35]([O-:37])=[O:36].S(=O)(O)[O-:39].[Na+].Cl>[Cl-].C([N+](CCCC)(CCCC)CCCC)CCC.C1C=CC=CC=1.O>[N+:35]([C:14]1[CH:15]=[CH:16][C:17]2[O:22][CH2:21][CH:20]([CH2:23][O:24][S:25]([C:28]3[CH:29]=[CH:30][C:31]([CH3:34])=[CH:32][CH:33]=3)(=[O:27])=[O:26])[O:19][C:18]=2[C:13]=1[CH2:12][CH2:11][C:10]([OH:39])=[O:9])([O-:37])=[O:36] |f:1.2,4.5,7.8|. Procedure: To a 50 ml 3-neck flask equipped with magnetic stirrer, thermometer, N2 line and dropping funnel, was added KMnO4 (1.24 g, 9.25 mmole), H2O (15 ml) and tetra-n-butylammonium chloride (0.17 g). The purple solution was cooled to 0° C. and to it was added dropwise the (R)-toluene-4-sulfonic acid 8-(3-hydroxy-propyl)-7-nitro-2,3-dihydro-benzo[1,4]dioxin-2-ylmethyl ester (1.20 g, 2.84 mmole) prepared above in 10.3 ml of benzene. The reaction was stirred at room temperature overnight and then 4.40 g o...